This data is from the Open Reaction Database (ORD), a public repository of structured organic reaction records. The task is: describe an organic reaction: reactants, conditions, products, and yield Reactants: C1CCOC1, ClCCl, CC(C)C(=O)Nc1cccc(C2CCN(CCCCCN)CC2)c1, O=C(Cl)C(c1ccccc1)c1ccccc1. Product: CC(C)C(=O)Nc1cccc(C2CCN(CCCCCNC(=O)C(c3ccccc3)c3ccccc3)CC2)c1. Reaction SMILES: [CH2:41]1[O:42][CH2:43][CH2:44][CH2:45]1.[Cl:46][CH2:47][Cl:48].[NH2:1][CH2:2][CH2:3][CH2:4][CH2:5][CH2:6][N:7]1[CH2:8][CH2:9][CH:10]([c:13]2[cH:14][c:15]([NH:19][C:20]([CH:21]([CH3:22])[CH3:23])=[O:24])[cH:16][cH:17][cH:18]2)[CH2:11][CH2:12]1.[c:25]1([CH:31]([C:32](=[O:33])[Cl:34])[c:35]2[cH:36][cH:37][cH:38][cH:39][cH:40]2)[cH:26][cH:27][cH:28][cH:29][cH:30]1>>[NH:1]([CH2:2][CH2:3][CH2:4][CH2:5][CH2:6][N:7]1[CH2:8][CH2:9][CH:10]([c:13]2[cH:14][c:15]([NH:19][C:20]([CH:21]([CH3:22])[CH3:23])=[O:24])[cH:16][cH:17][cH:18]2)[CH2:11][CH2:12]1)[C:32]([CH:31]([c:25]1[cH:26][cH:27][cH:28][cH:29][cH:30]1)[c:35]1[cH:36][cH:37][cH:38][cH:39][cH:40]1)=[O:33]. Starting materials: FC1=C(C=C(C=C1)C=1C=C(C(N(N1)CC(C)C)=O)COS(=O)(=O)C)C (6-(4-fluoro-3-methylphenyl)-2-isobutyl-4-methanesulfonyloxymethyl-2H-pyridazin-3-one), N1CCOCC1 (morpholine). Yields the product FC1=C(C=C(C=C1)C=1C=C(C(N(N1)CC(C)C)=O)CN1CCOCC1)C (6-(4-fluoro-3-methylphenyl)-2-isobutyl-4-(morpholino)methyl-2H-pyridazin-3-one), oil. Isolated yield 97.4%. As a reaction SMILES: [F:1][C:2]1[CH:7]=[CH:6][C:5]([C:8]2[CH:9]=[C:10]([CH2:19]OS(C)(=O)=O)[C:11](=[O:18])[N:12]([CH2:14][CH:15]([CH3:17])[CH3:16])[N:13]=2)=[CH:4][C:3]=1[CH3:25].[NH:26]1[CH2:31][CH2:30][O:29][CH2:28][CH2:27]1>>[F:1][C:2]1[CH:7]=[CH:6][C:5]([C:8]2[CH:9]=[C:10]([CH2:19][N:26]3[CH2:31][CH2:30][O:29][CH2:28][CH2:27]3)[C:11](=[O:18])[N:12]([CH2:14][CH:15]([CH3:17])[CH3:16])[N:13]=2)=[CH:4][C:3]=1[CH3:25]. Procedure: Following the procedure of Example 92, 6-(4-fluoro-3-methylphenyl)-2-isobutyl-4-methanesulfonyloxymethyl-2H-pyridazin-3-one and morpholine were reacted to yield the title compound as a slightly yellow oil (yield: 97.4%). Starting materials: BrCC1OCCCC2=C1C=C(C(=C2)OC)OC (1-bromomethyl-1,3,4,5-tetrahydro-7,8-dimethoxy-2-benzoxepin), ClCCO (2-chloroethanol), C([O-])([O-])=O.[Ba+2] (barium carbonate). Run in C(C)O (ethanol). Reaction conditions: time 46 hour. Yields the product COC=1C(=CC2=C(CCCOC2COCCCl)C1)OC (2-[(1,3,4,5-tetrahydro-7,8-dimethoxy-2-benzoxepin-1-yl)methoxy]ethyl chloride). RXN SMILES: Br[CH2:2][CH:3]1[C:9]2[CH:10]=[C:11]([O:16][CH3:17])[C:12]([O:14][CH3:15])=[CH:13][C:8]=2[CH2:7][CH2:6][CH2:5][O:4]1.[Cl:18][CH2:19][CH2:20][OH:21].C(=O)([O-])[O-].[Ba+2]>C(O)C>[CH3:15][O:14][C:12]1[C:11]([O:16][CH3:17])=[CH:10][C:9]2[CH:3]([CH2:2][O:21][CH2:20][CH2:19][Cl:18])[O:4][CH2:5][CH2:6][CH2:7][C:8]=2[CH:13]=1 |f:2.3|. Procedure: A mixture of 10.33 g (0.343 moles) of 1-bromomethyl-1,3,4,5-tetrahydro-7,8-dimethoxy-2-benzoxepin, 10 ml of 2-chloroethanol, and 6.77 g of barium carbonate is stirred at 90° for 46 hours. The reaction mixture is then cooled, ethanol is added, and the solids are removed by filtration. The filtrate is taken to dryness in vacuo and the resulting oil is extracted with methylene chloride and aqueous sodium bicarbonate. The organic layer is then taken to dryness and chromatographed on silica gel using... The reactants are [Li]CCCN(CC)CC, C[Ga+]C, CCCCC, [Cl-]. Product: CCN(CC)CCC[Ga](C)C. Reaction SMILES: [CH2:1]([CH3:2])[N:3]([CH2:4][CH3:5])[CH2:6][CH2:7][CH2:8][Li:9].[CH3:11][Ga+:12][CH3:13].[CH3:14][CH2:15][CH2:16][CH2:17][CH3:18].[Cl-:10]>>[CH2:1]([CH3:2])[N:3]([CH2:4][CH3:5])[CH2:6][CH2:7][CH2:8][Ga:12]([CH3:11])[CH3:13]. The reactants are O=C([O-])O, CCOC(=O)C(CC1(F)CCCC1)N=C(c1ccccc1)c1ccccc1, ClCCl, Cl, [Na+]. Yields the product CCOC(=O)C(N)CC1(F)CCCC1. RXN SMILES: [C:29](=[O:30])([OH:31])[O-:32].[CH2:1]([CH3:2])[O:3][C:4]([CH:5]([CH2:6][C:7]1([F:12])[CH2:8][CH2:9][CH2:10][CH2:11]1)[N:13]=[C:14]([c:15]1[cH:16][cH:17][cH:18][cH:19][cH:20]1)[c:21]1[cH:22][cH:23][cH:24][cH:25][cH:26]1)=[O:27].[Cl:34][CH2:35][Cl:36].[ClH:28].[Na+:33]>>[CH2:1]([CH3:2])[O:3][C:4]([CH:5]([CH2:6][C:7]1([F:12])[CH2:8][CH2:9][CH2:10][CH2:11]1)[NH2:13])=[O:27].